describe an organic reaction: reactants, conditions, products, and yield From a dataset of the Open Reaction Database (ORD), a public repository of structured organic reaction records. Starting materials: CCN=C=NCCCN(C)C.Cl (EDC.HCl), N1([C@H](C(=O)O)CSC1)C(=O)OC(C)(C)C (Boc-Thz-OH), CC1=C(CN)C=CC=C1 (2-methylbenzylamine), C=1C=CC2=C(C1)N=NN2O (HOBt). Solvent: C(Cl)Cl (CH2Cl2). Reaction conditions: time 8 hour. The product is CC1=C(CNC(=O)[C@H]2NCSC2)C=CC=C1 ((R)-N-(2-methylbenzyl)-1,3-thiazolidine-4-carboxamide). The yield is 85.2%. RXN SMILES: CCN=C=NCCCN(C)C.Cl.[N:13]1(C(OC(C)(C)C)=O)[CH2:20][S:19][CH2:18][C@H:14]1[C:15]([OH:17])=O.[CH3:28][C:29]1[CH:36]=[CH:35][CH:34]=[CH:33][C:30]=1[CH2:31][NH2:32].C1C=CC2N(O)N=NC=2C=1>C(Cl)Cl>[CH3:28][C:29]1[CH:36]=[CH:35][CH:34]=[CH:33][C:30]=1[CH2:31][NH:32][C:15]([C@@H:14]1[CH2:18][S:19][CH2:20][NH:13]1)=[O:17] |f:0.1|. Reported procedure: EDC.HCl (6.30 g, 33.0 mmol) was added to a solution of Boc-Thz-OH (6.99 g, 30 mmol), 2-methylbenzylamine (4.46 ml, 36.0 mmol), and HOBt (4.05 g, 30 mmol) in CH2Cl2 (100 ml) while cooling with ice, and the mixture was stirred overnight. The reaction mixture was washed with 3% Na2CO3 (twice), 1NHCl (once), and 5% NaCl (once) and dried over MgSO4. After filtration and concentration, the residue was dissolved in CH2Cl2 (100 ml). After the addition of methanesulfonic acid MSA (5.86ml, 90mmol), the mi... Starting materials: C(C)OC(CCCCl)C1=CC=C(C=C1)F (4-ethoxy-4-(4-fluorophenyl)-butyl chloride), C(C)OC1=C(OCCN)C=CC=C1 (2-(2-ethoxyphenoxy)ethylamine), C([O-])(O)=O.[Na+] (sodium bicarbonate), CN(C=O)C (N,N-dimethylformamide). Solvent: O (water). Conditions: temperature 110 celsius, time 20 hour. Product: C(C(=O)O)(=O)O.C(C)OC(CCCNCCOC1=C(C=CC=C1)OCC)C1=CC=C(C=C1)F (N-[4-ethoxy-4-(4-fluorophenyl)butyl]-2-(2-ethoxyphenoxy)-ethylamine oxalate). RXN SMILES: [CH2:1]([O:3][CH:4]([C:9]1[CH:14]=[CH:13][C:12]([F:15])=[CH:11][CH:10]=1)[CH2:5][CH2:6][CH2:7]Cl)[CH3:2].[CH2:16]([O:18][C:19]1[CH:28]=[CH:27][CH:26]=[CH:25][C:20]=1[O:21][CH2:22][CH2:23][NH2:24])[CH3:17].[C:29](=[O:32])([OH:31])[O-].[Na+].CN(C)C=O>O>[C:4]([OH:3])(=[O:18])[C:29]([OH:31])=[O:32].[CH2:1]([O:3][CH:4]([C:9]1[CH:14]=[CH:13][C:12]([F:15])=[CH:11][CH:10]=1)[CH2:5][CH2:6][CH2:7][NH:24][CH2:23][CH2:22][O:21][C:20]1[CH:25]=[CH:26][CH:27]=[CH:28][C:19]=1[O:18][CH2:16][CH3:17])[CH3:2] |f:2.3,6.7|. Procedure details: A mixture of 4.4 g of 4-ethoxy-4-(4-fluorophenyl)-butyl chloride, 3.6 g of 2-(2-ethoxyphenoxy)ethylamine, 2 g of sodium bicarbonate and 44 ml of N,N-dimethylformamide was stirred at about 110° C for 20 hours. After cooling, the reaction mixture was poured into cold water and extracted with benzene. The benzene layer was washed with water, dried over anhydrous sodium sulfate and concentrated under reduced pressure. The oily residue was treated with ethanolic oxalic acid and recrystallized from et... The reactants are BrC=1C=C(C=CC1)C1NC2=C(C=C(C=C2C(C1)(C)C)C#N)C (2-(3-bromo-phenyl)-4,4,8-trimethyl-1,2,3,4-tetrahydro-quinoline-6-carbonitrile), NC(C(=O)O)(C)C (2-amino-2-methyl-propionic acid), C([O-])([O-])=O.[K+].[K+] (potassium carbonate). The reagents and catalysts are [Cu]I (copper(I) iodide). The solvent is CS(=O)C (dimethyl sulfoxide). The product is C(#N)C=1C=C2C(CC(NC2=C(C1)C)C=1C=C(C=CC1)NC(C(=O)O)(C)C)(C)C (2-[3-(6-cyano-4,4,8-trimethyl-1,2,3,4-tetrahydro-quinolin-2-yl)-phenylamino]-2-methyl-propionic acid). Isolated yield 23.0%. Reaction SMILES: Br[C:2]1[CH:3]=[C:4]([CH:8]2[CH2:17][C:16]([CH3:19])([CH3:18])[C:15]3[C:10](=[C:11]([CH3:22])[CH:12]=[C:13]([C:20]#[N:21])[CH:14]=3)[NH:9]2)[CH:5]=[CH:6][CH:7]=1.[NH2:23][C:24]([CH3:29])([CH3:28])[C:25]([OH:27])=[O:26].C(=O)([O-])[O-].[K+].[K+]>CS(C)=O.[Cu]I>[C:20]([C:13]1[CH:14]=[C:15]2[C:10](=[C:11]([CH3:22])[CH:12]=1)[NH:9][CH:8]([C:4]1[CH:3]=[C:2]([NH:23][C:24]([CH3:29])([CH3:28])[C:25]([OH:27])=[O:26])[CH:7]=[CH:6][CH:5]=1)[CH2:17][C:16]2([CH3:19])[CH3:18])#[N:21] |f:2.3.4|. Procedure: A solution of 2-(3-bromo-phenyl)-4,4,8-trimethyl-1,2,3,4-tetrahydro-quinoline-6-carbonitrile (355.0 mg, 1.0 mmol), copper(I) iodide (57.0 mg, 0.3 mmol), 2-amino-2-methyl-propionic acid (309.0 mg, 3.0 mmol) and potassium carbonate (415.0 mg, 3.0 mmol) in dimethyl sulfoxide (2.0 mL) was stirred at 120° C. for 16 h. Then the reaction mixture was cooled to room temperature and extracted with ethyl acetate (150 mL×2), washed with water (50 mL×2) and saturated aqueous ammonium chloride solution (50 mL... Reactants: C(C)OC(=C)C=1C=C2C(=NC1)N(C=N2)CC2=CC1=C(N=C(S1)N[C@H]1[C@@H](CCCC1)O)C=C2 ((1R,2R)-2-((6-((6-(1-ethoxyvinyl)-3H-imidazo[4,5-b]pyridin-3-yl)methyl)benzo[d]thiazol-2-yl)amino)cyclohexanol), BrN1C(CCC1=O)=O (N-bromosuccinimide), CNC (dimethylamine). Run in CN(C)C=O (DMF). Run at time 15 minute. The product is C(C)(=O)O.CN(CC(=O)C=1C=C2C(=NC1)N(C=N2)CC2=CC1=C(N=C(S1)N[C@H]1[C@@H](CCCC1)O)C=C2)C (2-(dimethylamino)-1-(3-((2-(((1R,2R)-2-hydroxycyclohexyl)amino)benzo[d]thiazol-6-yl)methyl)-3H-imidazo[4,5-b]pyridin-6-yl)ethanone acetate salt). The yield is 9.5%. Reaction SMILES: C([O:3][C:4]([C:6]1[CH:7]=[C:8]2[N:14]=[CH:13][N:12]([CH2:15][C:16]3[CH:32]=[CH:31][C:19]4[N:20]=[C:21]([NH:23][C@@H:24]5[CH2:29][CH2:28][CH2:27][CH2:26][C@H:25]5[OH:30])[S:22][C:18]=4[CH:17]=3)[C:9]2=[N:10][CH:11]=1)=[CH2:5])C.Br[N:34]1[C:38](=[O:39])CC[C:35]1=O.CNC>CN(C=O)C>[C:25]([OH:30])(=[O:39])[CH3:26].[CH3:35][N:34]([CH3:38])[CH2:3][C:4]([C:6]1[CH:7]=[C:8]2[N:14]=[CH:13][N:12]([CH2:15][C:16]3[CH:32]=[CH:31][C:19]4[N:20]=[C:21]([NH:23][C@@H:24]5[CH2:29][CH2:28][CH2:27][CH2:26][C@H:25]5[OH:30])[S:22][C:18]=4[CH:17]=3)[C:9]2=[N:10][CH:11]=1)=[O:5] |f:4.5|. Procedure: To a stirred solution of (1R,2R)-2-((6-((6-(1-ethoxyvinyl)-3H-imidazo[4,5-b]pyridin-3-yl)methyl)benzo[d]thiazol-2-yl)amino)cyclohexanol (90 mg, 0.20 mmol) from the previous step in DMF (2 mL) at 0° C. was added N-bromosuccinimide (36 mg, 0.20 mmol), and the mixture was stirred for 15 min. To the mixture was added dimethylamine (2M in THF, 0.90 mL, 1.80 mmol) and stirring was continued at 0° C. for 5 min. The reaction mixture was purified directly by reverse-phase HPLC using a mixture of water (5...